This data is from the Open Reaction Database (ORD), a public repository of structured organic reaction records. The task is: describe an organic reaction: reactants, conditions, products, and yield Reactants: O=C(O)CCCBr, CC(C)O, O=S(=O)(O)O. The product is CC(C)OC(=O)CCCBr. Reaction SMILES: [Br:1][CH2:2][CH2:3][CH2:4][C:5](=[O:6])[OH:7].[CH3:13][CH:14]([CH3:15])[OH:16].[S:8](=[O:9])(=[O:10])([OH:11])[OH:12]>>[Br:1][CH2:2][CH2:3][CH2:4][C:5](=[O:6])[O:7][CH:14]([CH3:13])[CH3:15].